This data is from the Open Reaction Database (ORD), a public repository of structured organic reaction records. The task is: describe an organic reaction: reactants, conditions, products, and yield The reactants are ClC(=CC(=O)O)C(C)(C)C (3-chloro-4,4-dimethylpent-2-enoic acid), S(=O)(Cl)Cl (thionyl chloride), CO (methanol), O (water). Yields the product ClC(=CC(=O)OC)C(C)(C)C (Methyl 3-chloro-4,4-dimethylpent-2-enoate). The yield is 87.0%. As a reaction SMILES: [Cl:1][C:2]([C:7]([CH3:10])([CH3:9])[CH3:8])=[CH:3][C:4]([OH:6])=[O:5].S(Cl)(Cl)=O.O.[CH3:16]O>>[Cl:1][C:2]([C:7]([CH3:10])([CH3:9])[CH3:8])=[CH:3][C:4]([O:6][CH3:16])=[O:5]. Reported procedure: To a solution of 3-chloro-4,4-dimethylpent-2-enoic acid (0.8 g, 4.92 mmol) in methanol (20 mL) was added thionyl chloride (0.714 mL, 9.846 mmol) drop wise under stirring at ice cold temperature. The reaction mixture was refluxed for 2 h and attained to rt. The mixture was poured into ice cooled water and stirred for 15 min. The solution was extracted with chloroform (3×100 mL) and the combined organic layer was washed with water, brine, dried over sodium sulfate and filtered. Solvent was evapora... The reactants are C1CCNCC1, CC(C)O, CCOC(=O)CC(=O)COCC1COC(C)(C)O1, O=Cc1cccc(Cl)c1Cl. The product is CCOC(=O)C(=Cc1cccc(Cl)c1Cl)C(=O)COCC1COC(C)(C)O1. Reaction SMILES: [CH2:1]1[CH2:2][CH2:3][NH:4][CH2:5][CH2:6]1.[CH3:35][CH:36]([OH:37])[CH3:38].[CH3:7][C:8]1([CH3:24])[O:9][CH2:10][CH:11]([CH2:13][O:14][CH2:15][C:16]([CH2:17][C:18](=[O:19])[O:20][CH2:21][CH3:22])=[O:23])[O:12]1.[Cl:25][c:26]1[c:27]([CH:28]=[O:29])[cH:30][cH:31][cH:32][c:33]1[Cl:34]>>[CH3:7][C:8]1([CH3:24])[O:9][CH2:10][CH:11]([CH2:13][O:14][CH2:15][C:16]([C:17]([C:18](=[O:19])[O:20][CH2:21][CH3:22])=[CH:28][c:27]2[c:26]([Cl:25])[c:33]([Cl:34])[cH:32][cH:31][cH:30]2)=[O:23])[O:12]1.